Dataset: the Open Reaction Database (ORD), a public repository of structured organic reaction records. Task: describe an organic reaction: reactants, conditions, products, and yield Starting materials: Cc1cc(C=O)nn1Cc1cc(Cl)ccc1OCc1ccccc1, C1CCOC1, COC(=O)C=P(c1ccccc1)(c1ccccc1)c1ccccc1, CCOC(C)=O. The product is COC(=O)C=Cc1cc(C)n(Cc2cc(Cl)ccc2OCc2ccccc2)n1. Reaction SMILES: [CH2:1]([c:2]1[cH:3][cH:4][cH:5][cH:6][cH:7]1)[O:8][c:9]1[c:10]([CH2:11][n:12]2[n:13][c:14]([CH:18]=[O:19])[cH:15][c:16]2[CH3:17])[cH:20][c:21]([Cl:24])[cH:22][cH:23]1.[CH2:49]1[O:50][CH2:51][CH2:52][CH2:53]1.[CH3:25][O:26][C:27](=[O:28])[CH:29]=[P:30]([c:31]1[cH:32][cH:33][cH:34][cH:35][cH:36]1)([c:37]1[cH:38][cH:39][cH:40][cH:41][cH:42]1)[c:43]1[cH:44][cH:45][cH:46][cH:47][cH:48]1.[CH3:54][CH2:55][O:56][C:57]([CH3:58])=[O:59]>>[CH2:1]([c:2]1[cH:3][cH:4][cH:5][cH:6][cH:7]1)[O:8][c:9]1[c:10]([CH2:11][n:12]2[n:13][c:14]([CH:18]=[CH:29][C:27]([O:26][CH3:25])=[O:28])[cH:15][c:16]2[CH3:17])[cH:20][c:21]([Cl:24])[cH:22][cH:23]1.